This data is from the Open Reaction Database (ORD), a public repository of structured organic reaction records. The task is: describe an organic reaction: reactants, conditions, products, and yield Starting materials: C(C)(=O)C1=CC=C(C(=C1NC(=O)C=1SC=C(N1)C(F)(F)F)Cl)OC (N-(6-Acetyl-2-chloro-3-methoxyphenyl)-4-trifluoromethylthiazole-2-carboxamide), COC1=CC=C2C(=CC(=NC2=C1C)C=1SC=C(N1)C(F)(F)F)O (7-methoxy-8-methyl-2-(4-trifluoromethyl-thiazol-2-yl)-quinolin-4-ol). Product: ClC=1C(=CC=C2C(=CC(=NC12)C=1SC=C(N1)C(F)(F)F)O)OC (8-Chloro-7-methoxy-2-(4-trifluoromethyl-thiazol-2-yl)-quinolin-4-ol). Yield: 70.0%. Reaction SMILES: [C:1]([C:4]1[C:9]([NH:10][C:11]([C:13]2[S:14][CH:15]=[C:16]([C:18]([F:21])([F:20])[F:19])[N:17]=2)=O)=[C:8]([Cl:22])[C:7]([O:23][CH3:24])=[CH:6][CH:5]=1)(=[O:3])[CH3:2].COC1C(C)=C2C(C(O)=CC(C3SC=C(C(F)(F)F)N=3)=N2)=CC=1>>[Cl:22][C:8]1[C:7]([O:23][CH3:24])=[CH:6][CH:5]=[C:4]2[C:9]=1[N:10]=[C:11]([C:13]1[S:14][CH:15]=[C:16]([C:18]([F:21])([F:20])[F:19])[N:17]=1)[CH:2]=[C:1]2[OH:3]. Reported procedure: 8-Chloro-7-methoxy-2-(4-trifluoromethyl-thiazol-2-yl)-quinolin-4-ol 203d was synthesized from compound 202d as a yellow powder in 70% yield, following the procedure as described for compound 203b. MS (ESI, EI+) m/z=361 (MH+). The reactants are CCCC1(CC(=O)OCC)OCCc2c1[nH]c1c(C)ccc(C(=O)NC)c21, C1CCOC1, CO, [Na+], [OH-]. Product: CCCC1(CC(=O)O)OCCc2c1[nH]c1c(C)ccc(C(=O)NC)c21. As a reaction SMILES: [CH2:1]([CH3:2])[O:3][C:4]([CH2:5][C:6]1([CH2:24][CH2:25][CH3:26])[O:7][CH2:8][CH2:9][c:10]2[c:11]1[nH:12][c:13]1[c:14]([CH3:23])[cH:15][cH:16][c:17]([C:19]([NH:20][CH3:21])=[O:22])[c:18]21)=[O:27].[CH2:30]1[O:31][CH2:32][CH2:33][CH2:34]1.[CH3:35][OH:36].[Na+:29].[OH-:28]>>[O:3]=[C:4]([CH2:5][C:6]1([CH2:24][CH2:25][CH3:26])[O:7][CH2:8][CH2:9][c:10]2[c:11]1[nH:12][c:13]1[c:14]([CH3:23])[cH:15][cH:16][c:17]([C:19]([NH:20][CH3:21])=[O:22])[c:18]21)[OH:27]. Reactants: C(C)(C)N(CC)C(C)C (diisopropylethylamine), C(C(C)C)C1=CC=C(C=C1)C(C1=CC=C(C=C1)CC(C)C)Br (bis(4-isobutylphenyl)methyl bromide), Cl.NC=1C=C(C(=O)N2C=C(C3=CC=CC=C23)CCCC(=O)O)C=CC1 (4-[1-(3-aminobenzoyl)indol-3-yl]butyric acid hydrochloride), C(C)(C)N(CC)C(C)C (diisopropylethylamine), C(C(C)C)C1=CC=C(C=C1)C(C1=CC=C(C=C1)CC(C)C)Br (bis(4-isobutylphenyl)methyl bromide), Cl (hydrochloric acid). Run in ClCCl (dichloromethane). Reaction conditions: time 15 hour. The product is C(C(C)C)C1=CC=C(C=C1)C(C1=CC=C(C=C1)CC(C)C)NC=1C=C(C(=O)N2C=C(C3=CC=CC=C23)CCCC(=O)O)C=CC1 (4-[1-[3-[bis(4-isobutylphenyl)methylamino]benzoyl]indol-3-yl]butyric acid). Isolated yield 95.5%. RXN SMILES: Cl.[NH2:2][C:3]1[CH:4]=[C:5]([CH:23]=[CH:24][CH:25]=1)[C:6]([N:8]1[C:16]2[C:11](=[CH:12][CH:13]=[CH:14][CH:15]=2)[C:10]([CH2:17][CH2:18][CH2:19][C:20]([OH:22])=[O:21])=[CH:9]1)=[O:7].C(N(C(C)C)CC)(C)C.[CH2:35]([C:39]1[CH:44]=[CH:43][C:42]([CH:45](Br)[C:46]2[CH:51]=[CH:50][C:49]([CH2:52][CH:53]([CH3:55])[CH3:54])=[CH:48][CH:47]=2)=[CH:41][CH:40]=1)[CH:36]([CH3:38])[CH3:37].Cl>ClCCl>[CH2:52]([C:49]1[CH:50]=[CH:51][C:46]([CH:45]([NH:2][C:3]2[CH:4]=[C:5]([CH:23]=[CH:24][CH:25]=2)[C:6]([N:8]2[C:16]3[C:11](=[CH:12][CH:13]=[CH:14][CH:15]=3)[C:10]([CH2:17][CH2:18][CH2:19][C:20]([OH:22])=[O:21])=[CH:9]2)=[O:7])[C:42]2[CH:43]=[CH:44][C:39]([CH2:35][CH:36]([CH3:38])[CH3:37])=[CH:40][CH:41]=2)=[CH:47][CH:48]=1)[CH:53]([CH3:55])[CH3:54] |f:0.1|. Procedure details: To a solution of 4-[1-(3-aminobenzoyl)indol-3-yl]butyric acid hydrochloride (14.5 g) and diisopropylethylamine (22 ml) in dichloromethane (300 ml) was added bis(4-isobutylphenyl)methyl bromide (14.5 g) at room temperature. After stirring for 15 hours, diisopropylethylamine (7 ml) and bis(4-isobutylphenyl)methyl bromide 2.0 g) were added to the mixture. The mixture was stirred for 6 hours at room temperature and acidified by 7% hydrochloric acid (50 ml). The separated organic layer was washed wit... Reactants: BrCC1=C(C(=O)OC)C=C(C=C1)OC (methyl 2-(bromomethyl)-5-methoxybenzoate), BrC=1C(=C(N)C=CC1)C (3-bromo-2-methylaniline), TEA. Run in CO (methanol), C(Cl)Cl (DCM). Run at temperature 85 celsius. The product is BrC=1C(=C(C=CC1)NCC1=C(C(=O)OC)C=C(C=C1)OC)C (methyl 2-((3-bromo-2-methylphenylamino)methyl)-5-methoxybenzoate). The yield is 17.9%. As a reaction SMILES: Br[CH2:2][C:3]1[CH:12]=[CH:11][C:10]([O:13][CH3:14])=[CH:9][C:4]=1[C:5]([O:7][CH3:8])=[O:6].[Br:15][C:16]1[C:17]([CH3:23])=[C:18]([CH:20]=[CH:21][CH:22]=1)[NH2:19]>CO.C(Cl)Cl>[Br:15][C:16]1[C:17]([CH3:23])=[C:18]([NH:19][CH2:2][C:3]2[CH:12]=[CH:11][C:10]([O:13][CH3:14])=[CH:9][C:4]=2[C:5]([O:7][CH3:8])=[O:6])[CH:20]=[CH:21][CH:22]=1. Procedure: Step 2 A mixture of methyl 2-(bromomethyl)-5-methoxybenzoate (1.435 g, 5.54 mmol), 3-bromo-2-methylaniline (1.03 g, 5.54 mmol) and TEA (1.158 mL, 8.31 mmol) in methanol (5 mL) was heated at 85° C. for 2 h. The mixture was diluted with DCM, washed with NaHCO3 (aq), and dried and concentrated. The residue was purified by column chromatography (eluting with EtOAc-hexane) to provide methyl 2-((3-bromo-2-methylphenylamino)methyl)-5-methoxybenzoate as a yellow oil (361 mg, 18%). Mass spectrum m/z 364,... As a reaction SMILES: [CH3:1][C:2]1([CH3:26])[CH2:11][CH2:10][C:9]([CH3:13])([CH3:12])[C:8]2[CH:7]=[C:6]([Se:14][C:15]#[C:16][C:17]3[CH:25]=[CH:24][C:20]([C:21]([OH:23])=O)=[CH:19][CH:18]=3)[CH:5]=[CH:4][C:3]1=2.CN(C)CCCN=C=NCC.[NH2:38][C:39]1[CH:44]=[CH:43][C:42]([OH:45])=[CH:41][CH:40]=1.O>C1COCC1.C(OCC)(=O)C>[OH:45][C:42]1[CH:43]=[CH:44][C:39]([NH:38][C:21](=[O:23])[C:20]2[CH:19]=[CH:18][C:17]([C:16]#[C:15][Se:14][C:6]3[CH:5]=[CH:4][C:3]4[C:2]([CH3:1])([CH3:26])[CH2:11][CH2:10][C:9]([CH3:12])([CH3:13])[C:8]=4[CH:7]=3)=[CH:25][CH:24]=2)=[CH:40][CH:41]=1. Isolated yield 63.2%. The solvent is C(C)(=O)OCC (ethyl acetate), C1CCOC1 (THF). Procedure details: A solution of 250 mg (0.63 mmol) of 4-(5,5,8,8-tetramethyl-5,6,7,8-tetrahydro-2-naphthylselanylethynyl)benzoic acid obtained in Example 5, 169 mg (1.25 mmol) of 1-hydroxybenzoctriazole, 240 mg (1.25 mmol) of 1-(3-dimethylaminopropyl)-3-ethylcarbodiimide (EDC) and 82 mg (0.75 mmol) of 4-aminophenol in 20 ml of THF is stirred at room temperature for 15 h. Water and ethyl acetate are then added. After stirring and separation of the phases by settling, the aqueous phase is extracted with ethyl aceta... The reactants are O (Water), CC1(C=2C=CC(=CC2C(CC1)(C)C)[Se]C#CC1=CC=C(C(=O)O)C=C1)C (4-(5,5,8,8-Tetramethyl-5,6,7,8-tetrahydro-2-naphthylselanylethynyl)benzoic acid), CN(CCCN=C=NCC)C (1-(3-dimethylaminopropyl)-3-ethylcarbodiimide), NC1=CC=C(C=C1)O (4-aminophenol). Yields the product OC1=CC=C(C=C1)NC(C1=CC=C(C=C1)C#C[Se]C1=CC=2C(CCC(C2C=C1)(C)C)(C)C)=O (N-(4-hydroxyphenyl)-4-(5,5,8,8-tetramethyl-5,6,7,8-tetrahydro-2-naphthylselanylethynyl)benzamide). The reactants are FC(C=1C=C(OC2CCC(CC2)=O)C=CC1)(F)F (4-(3-trifluoromethylphenoxy)cyclohexanone), C(#N)NC(=N)N (cyanoguanidine), C(C)OCCOCCO (2-(2-ethoxyethoxy)ethanol). Yields the product NC1=NC=2CCC(CC2C(=N1)N)OCC1=CC(=CC=C1)C(F)(F)F (2,4-diamino-6-(3-trifluoromethylphenylmethoxy)-5,6,7,8-tetrahydroquinazoline). Reaction SMILES: [F:1][C:2]([F:18])([F:17])[C:3]1[CH:4]=C([CH:14]=[CH:15][CH:16]=1)OC1CCC(=O)CC1.[C:19]([NH:21][C:22]([NH2:24])=[NH:23])#[N:20].C(O[CH2:28][CH2:29][O:30][CH2:31][CH2:32]O)C>>[NH2:23][C:22]1[N:21]=[C:19]([NH2:20])[C:2]2[CH2:32][CH:31]([O:30][CH2:29][C:28]3[CH:14]=[CH:15][CH:16]=[C:3]([C:2]([F:1])([F:17])[F:18])[CH:4]=3)[CH2:15][CH2:16][C:3]=2[N:24]=1. Reported procedure: This compound is prepared in a manner analogous to that of Example 1, using 3.5 grams (0.013 mole) of 4-(3-trifluoromethylphenoxy)cyclohexanone and 1.2 grams (0.014 mole) of cyanoguanidine in 2-(2-ethoxyethoxy)ethanol, yielding 2,4-diamino-6-(3-trifluoromethylphenylmethoxy)-5,6,7,8-tetrahydroquinazoline.